This data is from the Open Reaction Database (ORD), a public repository of structured organic reaction records. The task is: describe an organic reaction: reactants, conditions, products, and yield Starting materials: COC1CCC(=O)N1, CCCCCC, CC(C)O, O=S(=O)(Cl)C=Cc1ccccc1, C1CCOC1. The product is COC1CCC(=O)N1S(=O)(=O)C=Cc1ccccc1. Reaction SMILES: [CH3:1][O:2][CH:3]1[CH2:4][CH2:5][C:6](=[O:8])[NH:7]1.[CH3:30][CH2:31][CH2:32][CH2:33][CH2:34][CH3:35].[CH:21]([OH:22])([CH3:23])[CH3:24].[CH:9](=[CH:10][c:11]1[cH:12][cH:13][cH:14][cH:15][cH:16]1)[S:17](=[O:18])(=[O:19])[Cl:20].[O:25]1[CH2:26][CH2:27][CH2:28][CH2:29]1>>[CH3:1][O:2][CH:3]1[CH2:4][CH2:5][C:6](=[O:8])[N:7]1[S:17]([CH:9]=[CH:10][c:11]1[cH:12][cH:13][cH:14][cH:15][cH:16]1)(=[O:18])=[O:19].